Dataset: the Open Reaction Database (ORD), a public repository of structured organic reaction records. Task: describe an organic reaction: reactants, conditions, products, and yield The reactants are FC1=CC=C(COC2=CC=C(C=C2)N2C(C(CC2)C(=O)O)=O)C=C1 ((RS)-1-[4-(4-fluoro-benzyloxy)-phenyl]-2-oxo-pyrrolidine-3-carboxylic acid), N (ammonia). Yields the product FC1=CC=C(COC2=CC=C(C=C2)N2C(C(CC2)C(=O)N)=O)C=C1 ((RS)-1-[4-(4-Fluoro-benzyloxy)-phenyl]-2-oxo-pyrrolidine-3-carboxylic Acid Amide), brownish solid. The yield is 18.0%. Reaction SMILES: [F:1][C:2]1[CH:24]=[CH:23][C:5]([CH2:6][O:7][C:8]2[CH:13]=[CH:12][C:11]([N:14]3[CH2:18][CH2:17][CH:16]([C:19](O)=[O:20])[C:15]3=[O:22])=[CH:10][CH:9]=2)=[CH:4][CH:3]=1.[NH3:25]>>[F:1][C:2]1[CH:24]=[CH:23][C:5]([CH2:6][O:7][C:8]2[CH:13]=[CH:12][C:11]([N:14]3[CH2:18][CH2:17][CH:16]([C:19]([NH2:25])=[O:20])[C:15]3=[O:22])=[CH:10][CH:9]=2)=[CH:4][CH:3]=1. Procedure details: The title compound is prepared in analogy to Example 3d) from (RS)-1-[4-(4-fluoro-benzyloxy)-phenyl]-2-oxo-pyrrolidine-3-carboxylic acid and ammonia. Yield: 18% of a brownish solid. MS: m/e=329.3 (M++H). Starting materials: NC(CCCC(=O)OC)C1=CC=CC=2OCCOC21 (methyl 5-amino-5-(2,3-dihydrobenzo[b][1,4]dioxin-5-yl)pentanoate), C1(=CC(=CC=C1)C=O)C1=CC=CC=C1 ([1,1′-biphenyl]-3-carbaldehyde). The product is C1(=CC(=CC=C1)CN1C(CCCC1C1=CC=CC=2OCCOC21)=O)C2=CC=CC=C2 (1-([1,1′-biphenyl]-3-ylmethyl)-6-(2,3-dihydrobenzo[b][1,4]dioxin-5-yl)piperidin-2-one). Reaction SMILES: [NH2:1][CH:2]([C:10]1[C:19]2[O:18][CH2:17][CH2:16][O:15][C:14]=2[CH:13]=[CH:12][CH:11]=1)[CH2:3][CH2:4][CH2:5][C:6]([O:8]C)=O.[C:20]1([C:28]2[CH:33]=[CH:32][CH:31]=[CH:30][CH:29]=2)[CH:25]=[CH:24][CH:23]=[C:22]([CH:26]=O)[CH:21]=1>>[C:20]1([C:28]2[CH:29]=[CH:30][CH:31]=[CH:32][CH:33]=2)[CH:25]=[CH:24][CH:23]=[C:22]([CH2:26][N:1]2[CH:2]([C:10]3[C:19]4[O:18][CH2:17][CH2:16][O:15][C:14]=4[CH:13]=[CH:12][CH:11]=3)[CH2:3][CH2:4][CH2:5][C:6]2=[O:8])[CH:21]=1. Procedure: Prepared according to the described general procedure 1 (GP1) by reaction of methyl 5-amino-5-(2,3-dihydrobenzo[b][1,4]dioxin-5-yl)pentanoate with commercially available [1,1′-biphenyl]-3-carbaldehyde. Subsequent purification by preparative HPLC afforded the target compound. LC-MS (conditions A): tR=0.91 min.; [M+H]+: 400.01 g/mol. Starting materials: O=C(C(=O)N1CCN(c2nnnn2-c2ccccc2)CC1)c1c[nH]c2c(Br)ncc(F)c12, CCCC[Sn](CCCC)(CCCC)c1cc(C(=O)OCC)[nH]n1, C1COCCO1, c1ccc(P(c2ccccc2)(c2ccccc2)[Pd](P(c2ccccc2)(c2ccccc2)c2ccccc2)(P(c2ccccc2)(c2ccccc2)c2ccccc2)P(c2ccccc2)(c2ccccc2)c2ccccc2)cc1. The product is CCOC(=O)c1cc(-c2ncc(F)c3c(C(=O)C(=O)N4CCN(c5nnnn5-c5ccccc5)CC4)c[nH]c23)n[nH]1. As a reaction SMILES: [Br:1][c:2]1[n:3][cH:4][c:5]([F:32])[c:6]2[c:7]1[nH:8][cH:9][c:10]2[C:11]([C:12](=[O:13])[N:14]1[CH2:15][CH2:16][N:17]([c:20]2[n:21][n:22][n:23][n:24]2-[c:25]2[cH:26][cH:27][cH:28][cH:29][cH:30]2)[CH2:18][CH2:19]1)=[O:31].[CH2:33]([Sn:34]([CH2:35][CH2:36][CH2:37][CH3:48])([c:38]1[n:39][nH:40][c:41]([C:43](=[O:44])[O:45][CH2:46][CH3:47])[cH:42]1)[CH2:49][CH2:50][CH2:51][CH3:52])[CH2:53][CH2:54][CH3:55].[CH2:56]1[O:57][CH2:58][CH2:59][O:60][CH2:61]1.[cH:62]1[cH:63][cH:64][c:65]([P:66]([Pd:67]([P:68]([c:69]2[cH:70][cH:71][cH:72][cH:73][cH:74]2)([c:75]2[cH:76][cH:77][cH:78][cH:79][cH:80]2)[c:81]2[cH:82][cH:83][cH:84][cH:85][cH:86]2)([P:87]([c:88]2[cH:89][cH:90][cH:91][cH:92][cH:93]2)([c:94]2[cH:95][cH:96][cH:97][cH:98][cH:99]2)[c:100]2[cH:101][cH:102][cH:103][cH:104][cH:105]2)[P:106]([c:107]2[cH:108][cH:109][cH:110][cH:111][cH:112]2)([c:113]2[cH:114][cH:115][cH:116][cH:117][cH:118]2)[c:119]2[cH:120][cH:121][cH:122][cH:123][cH:124]2)([c:125]2[cH:126][cH:127][cH:128][cH:129][cH:130]2)[c:131]2[cH:132][cH:133][cH:134][cH:135][cH:136]2)[cH:137][cH:138]1>>[c:2]1(-[c:38]2[n:39][nH:40][c:41]([C:43](=[O:44])[O:45][CH2:46][CH3:47])[cH:42]2)[n:3][cH:4][c:5]([F:32])[c:6]2[c:7]1[nH:8][cH:9][c:10]2[C:11]([C:12](=[O:13])[N:14]1[CH2:15][CH2:16][N:17]([c:20]2[n:21][n:22][n:23][n:24]2-[c:25]2[cH:26][cH:27][cH:28][cH:29][cH:30]2)[CH2:18][CH2:19]1)=[O:31].